This data is from the Open Reaction Database (ORD), a public repository of structured organic reaction records. The task is: describe an organic reaction: reactants, conditions, products, and yield Reactants: Brc1ncc(Br)n2ncnc12, CC(C)N1CC2CC1CN2c1ccc(N)cc1, CCN(C(C)C)C(C)C, CC(C)O. Yields the product CC(C)N1CC2CC1CN2c1ccc(Nc2ncc(Br)n3ncnc23)cc1. As a reaction SMILES: [Br:1][c:2]1[cH:3][n:4][c:5]([Br:11])[c:6]2[n:7]1[n:8][cH:9][n:10]2.[CH:12]([CH3:13])([CH3:14])[N:15]1[CH:16]2[CH2:17][N:18]([c:22]3[cH:23][cH:24][c:25]([NH2:28])[cH:26][cH:27]3)[CH:19]([CH2:20]1)[CH2:21]2.[CH:29]([N:30]([CH2:31][CH3:32])[CH:33]([CH3:34])[CH3:35])([CH3:36])[CH3:37].[CH:38]([OH:39])([CH3:40])[CH3:41]>>[Br:1][c:2]1[cH:3][n:4][c:5]([NH:28][c:25]2[cH:24][cH:23][c:22]([N:18]3[CH2:17][CH:16]4[N:15]([CH:12]([CH3:13])[CH3:14])[CH2:20][CH:19]3[CH2:21]4)[cH:27][cH:26]2)[c:6]2[n:7]1[n:8][cH:9][n:10]2. Starting materials: O=C([O-])[O-], CC(=O)[O-], CC(=O)[O-], O=C1Cc2ccccc2CN1, C1COCCO1, CN1CCN(c2cc(Cl)nc(N)n2)CC1, [Cs+], [Cs+], [Pd+2]. Yields the product CN1CCN(c2cc(N3Cc4ccccc4CC3=O)nc(N)n2)CC1. RXN SMILES: [C:27](=[O:28])([O-:29])[O-:30].[C:39]([O-:40])(=[O:41])[CH3:42].[C:44]([O-:45])(=[O:46])[CH3:47].[CH2:16]1[NH:17][C:18](=[O:26])[CH2:19][c:20]2[cH:21][cH:22][cH:23][cH:24][c:25]21.[CH2:33]1[O:34][CH2:35][CH2:36][O:37][CH2:38]1.[Cl:1][c:2]1[n:3][c:4]([NH2:15])[n:5][c:6]([N:8]2[CH2:9][CH2:10][N:11]([CH3:14])[CH2:12][CH2:13]2)[cH:7]1.[Cs+:31].[Cs+:32].[Pd+2:43]>>[c:2]1([N:17]2[CH2:16][c:25]3[c:20]([cH:21][cH:22][cH:23][cH:24]3)[CH2:19][C:18]2=[O:26])[n:3][c:4]([NH2:15])[n:5][c:6]([N:8]2[CH2:9][CH2:10][N:11]([CH3:14])[CH2:12][CH2:13]2)[cH:7]1. Starting materials: BrC=1C(=NC(=C(C1)CC)OC)C (3-bromo-5-ethyl-6-methoxy-2-methylpyridine), C(CCC)[Li] (butyl lithium), CCCCCC (hexane), C(OC)(OC)=O (dimethyl carbonate), C(CCC)[Mg]Br (butylmagnesium bromide). The solvent is C1(=CC=CC=C1)C (toluene), C1(=CC=CC=C1)C (toluene), C1(=CC=CC=C1)C (toluene), O1CCCC1 (tetrahydrofuran), O1CCCC1 (tetrahydrofuran). Conditions: temperature -15 celsius, time 30 minute. Yields the product COC(C1=C(N=C(C(=C1)CC)OC)C)=O (5-ethyl-6-methoxy-2-methyl-nicotinic acid methyl ester). Yield: 122.9%. As a reaction SMILES: C([Li])CCC.CCCCCC.C([Mg]Br)CCC.Br[C:19]1[C:20]([CH3:29])=[N:21][C:22]([O:27][CH3:28])=[C:23]([CH2:25][CH3:26])[CH:24]=1.[C:30](=O)([O:33]C)[O:31][CH3:32]>C1(C)C=CC=CC=1.O1CCCC1>[CH3:32][O:31][C:30](=[O:33])[C:19]1[CH:24]=[C:23]([CH2:25][CH3:26])[C:22]([O:27][CH3:28])=[N:21][C:20]=1[CH3:29]. Procedure: An oven dried round-bottom flask is charged with toluene (35 mL) and cooled to −15° C. in a dry ice/acetone bath. A solution of butyl lithium in hexane (1.6M, 11.22 mL, 18.0 mmol) is added in one portion. To this mixture is added a solution of butylmagnesium bromide in tetrahydrofuran (2 M, 4.5 mL, 9.0 mmol) drop-wise over 1.25 hr to give a suspension. The reaction is stirred at −10° C. for 1 hr after which a solution of 3-bromo-5-ethyl-6-methoxy-2-methylpyridine (5 g, 21.7 mmol) in anhydrous to... Starting materials: CC(Br)CBr, [K+], [K+], O=C([O-])[O-], CN(C)C=O, O, Oc1ccc(I)cc1. Product: CC(Br)COc1ccc(I)cc1. RXN SMILES: [Br:15][CH2:16][CH:17]([CH3:18])[Br:19].[K+:10].[K+:9].[O-:11][C:12]([O-:13])=[O:14].[O:21]=[CH:22][N:23]([CH3:24])[CH3:25].[OH2:20].[OH:1][c:2]1[cH:3][cH:4][c:5]([I:6])[cH:7][cH:8]1>>[O:1]([c:2]1[cH:3][cH:4][c:5]([I:6])[cH:7][cH:8]1)[CH2:16][CH:17]([CH3:18])[Br:19]. Reactants: N (ammonia), CN(C)CC1=CC=C(CN2CCC(CC2)CCN2C3=NC(=NC(=C3N=C2OC)N)OCCOC)C=C1 (9-{2-[1-(4-Dimethylaminomethylbenzyl)piperidin-4-yl]ethyl}-8-methoxy-2-(2-methoxyethoxy)-9H-purin-6-ylamine), CO (methanol), Cl (hydrochloric acid). Run in O1CCOCC1 (dioxane). Conditions: temperature 0 celsius. The product is NC1=C2NC(N(C2=NC(=N1)OCCOC)CCC1CCN(CC1)CC1=CC=C(C=C1)CN(C)C)=O (6-Amino-9-{2-[1-(4-dimethylaminomethylbenzyl)piperidin-4-yl]ethyl}-2-(2-methoxyethoxy)-7,9-dihydropurin-8-one). The yield is 33.3%. As a reaction SMILES: [CH3:1][N:2]([CH2:4][C:5]1[CH:36]=[CH:35][C:8]([CH2:9][N:10]2[CH2:15][CH2:14][CH:13]([CH2:16][CH2:17][N:18]3[C:26]([O:27]C)=[N:25][C:24]4[C:19]3=[N:20][C:21]([O:30][CH2:31][CH2:32][O:33][CH3:34])=[N:22][C:23]=4[NH2:29])[CH2:12][CH2:11]2)=[CH:7][CH:6]=1)[CH3:3].CO.Cl.N>O1CCOCC1>[NH2:29][C:23]1[N:22]=[C:21]([O:30][CH2:31][CH2:32][O:33][CH3:34])[N:20]=[C:19]2[C:24]=1[NH:25][C:26](=[O:27])[N:18]2[CH2:17][CH2:16][CH:13]1[CH2:14][CH2:15][N:10]([CH2:9][C:8]2[CH:7]=[CH:6][C:5]([CH2:4][N:2]([CH3:1])[CH3:3])=[CH:36][CH:35]=2)[CH2:11][CH2:12]1. Procedure details: To the compound (0.28 g, 0.57 mmol) obtained in Step (iii) were added methanol (3 ml) and a 4N hydrochloric acid in dioxane (3 ml), and the mixture was stirred at room temperature for one hour. The mixture was cooled to 0° C., and neutralized with 4% aqueous ammonia. The precipitated solid was collected by filtration, and washed with water to give the title compound (0.18 g, 0.19 mmol) as a white solid. Yield: 65%. Starting materials: BrC=1C=C2C(=CN(C2=CC1)S(=O)(=O)C1=CC=C(C=C1)C(C)C)CCl (5-Bromo-1-(4-isopropylbenzenesulfonyl)-3-chloromethyl-1H-indole), N1CCNCCC1 (homopiperazine). The product is BrC=1C=C2C(=CN(C2=CC1)S(=O)(=O)C1=CC=C(C=C1)C(C)C)CN1CCNCCC1 (1-[[5-Bromo-1-(4-Isopropylbenzenesulfonyl)-indol-3-yl]methyl][1,4]diazepane). As a reaction SMILES: [Br:1][C:2]1[CH:3]=[C:4]2[C:8](=[CH:9][CH:10]=1)[N:7]([S:11]([C:14]1[CH:19]=[CH:18][C:17]([CH:20]([CH3:22])[CH3:21])=[CH:16][CH:15]=1)(=[O:13])=[O:12])[CH:6]=[C:5]2[CH2:23]Cl.[NH:25]1[CH2:31][CH2:30][CH2:29][NH:28][CH2:27][CH2:26]1>>[Br:1][C:2]1[CH:3]=[C:4]2[C:8](=[CH:9][CH:10]=1)[N:7]([S:11]([C:14]1[CH:19]=[CH:18][C:17]([CH:20]([CH3:22])[CH3:21])=[CH:16][CH:15]=1)(=[O:13])=[O:12])[CH:6]=[C:5]2[CH2:23][N:25]1[CH2:31][CH2:30][CH2:29][NH:28][CH2:27][CH2:26]1. Procedure: Using essentially the same procedure as described in example 127, 5-Bromo-1-(4-isopropylbenzenesulfonyl)-3-chloromethyl-1H-indole was reacted with homopiperazine to obtain the above derivative. Starting materials: ClC1=CC(=NC2=C(C=CC=C12)O)C (4-chloro-8-hydroxy-2-methylquinoline), N1CCCCC1 (piperidine). The reagents and catalysts are [I-].C(CCC)[N+](CCCC)(CCCC)CCCC (tetrabutylammonium iodide). Yields the product OC=1C=CC=C2C(=CC(=NC12)C)N1CCCCC1 (8-hydroxy-2-methyl-4-piperidinoquinoline). RXN SMILES: Cl[C:2]1[C:11]2[C:6](=[C:7]([OH:12])[CH:8]=[CH:9][CH:10]=2)[N:5]=[C:4]([CH3:13])[CH:3]=1.[NH:14]1[CH2:19][CH2:18][CH2:17][CH2:16][CH2:15]1>[I-].C([N+](CCCC)(CCCC)CCCC)CCC>[OH:12][C:7]1[CH:8]=[CH:9][CH:10]=[C:11]2[C:6]=1[N:5]=[C:4]([CH3:13])[CH:3]=[C:2]2[N:14]1[CH2:19][CH2:18][CH2:17][CH2:16][CH2:15]1 |f:2.3|. Procedure details: The mixture of 4-chloro-8-hydroxy-2-methylquinoline 600 mg), piperidine (6.13 ml) and tetrabutylammonium iodide (10 mg) was refluxed for 18 hours. The cooled reaction mixture was concentrated in vacuo and to the residue was added chloroform and aqueous sodium bicarbonate solution. The organic layer was dried over magnesium sulfate and evaporated in vacuo. The residue was recrystallized from n-hexane to give 8-hydroxy-2-methyl-4-piperidinoquinoline (712 mg) as pale brown crystals.